Dataset: the Open Reaction Database (ORD), a public repository of structured organic reaction records. Task: describe an organic reaction: reactants, conditions, products, and yield The reactants are [OH-].[Na+] (NaOH), S(O)(O)(=O)=O (sulfuric acid), ice water, C=1C2=C(NC(C1C(=O)O)=O)OCC1=C2C=CC=C1 (4,6-dihydro-3H[2]benzopyrano-[3,4-b]pyridin-3-one-2-carboxylic acid). The solvent is O (water). Yields the product C=1C2=C(NC(C1)=O)OCC1=C2C=CC=C1 (4,6-dihydro-3H[2]-benzopyrano-[3,4-b]pyridin-3-one). RXN SMILES: S(=O)(=O)(O)O.[CH:6]1[C:7]2[C:19]3[CH:20]=[CH:21][CH:22]=[CH:23][C:18]=3[CH2:17][O:16][C:8]=2[NH:9][C:10](=[O:15])[C:11]=1C(O)=O.[OH-].[Na+]>O>[CH:6]1[C:7]2[C:19]3[CH:20]=[CH:21][CH:22]=[CH:23][C:18]=3[CH2:17][O:16][C:8]=2[NH:9][C:10](=[O:15])[CH:11]=1 |f:2.3|. Procedure details: To a mixture of 60 ml of concentrated sulfuric acid and 15 ml of water, add 22.2 gm of 4,6-dihydro-3H[2]benzopyrano-[3,4-b]pyridin-3-one-2-carboxylic acid. Heat the system at reflux for 24 hours. Cool the system and pour the solution into 1 liter of ice/water. Neutralize the solution with 10N NaOH solution. Extract the solution with 300 ml of chloroform and dry the organic solution over anhydrous magnesium sulfate. Filter the solution and remove the solvent by stripping to give 4,6-dihydro-3H[2]...